This data is from the Open Reaction Database (ORD), a public repository of structured organic reaction records. The task is: describe an organic reaction: reactants, conditions, products, and yield Starting materials: C(C)(C)(C)OC(=O)C1C(C2C3(C(=NCC2)C=CC=C3)S1)C(=O)O (2-tert-butoxycarbonyl-1,2,3,4-tetrahydrobenzo[b]thieno[2,3-c]pyridine-3-carboxylic acid), C(CN)N (ethylenediamine). Yields the product NCCNC(=O)C1CSC23C(=NCCC21)C=CC=C3 (N-(2-aminoethyl)-1,2,3,4-tetrahydrobenzo[b]thieno[2,3-c]pyridine-3-carboamide). Yield: 54.0%. As a reaction SMILES: C(OC([CH:8]1[S:20][C:11]23[CH:19]=[CH:18][CH:17]=[CH:16][C:12]2=[N:13][CH2:14][CH2:15][CH:10]3[CH:9]1[C:21]([OH:23])=O)=O)(C)(C)C.[CH2:24]([NH2:27])[CH2:25][NH2:26]>>[NH2:26][CH2:25][CH2:24][NH:27][C:21]([CH:9]1[CH:10]2[C:11]3([CH:19]=[CH:18][CH:17]=[CH:16][C:12]3=[N:13][CH2:14][CH2:15]2)[S:20][CH2:8]1)=[O:23]. Reported procedure: By following the same procedure as above using 0.32 g of 2-tert-butoxycarbonyl-1,2,3,4-tetrahydrobenzo[b]thieno[2,3-c]pyridine-3-carboxylic acid and ethylenediamine as the starting materials, 0.19 g (yield of 54%) of N-(2-aminoethyl)-1,2,3,4-tetrahydrobenzo[b]thieno[2,3-c]pyridine-3-carboamide.di-hydrochloride was obtained (see Table 9-1, Table 10-1). Reactants: C1(=CC=CC=C1)S(=O)(=O)CCC#N (3-phenylsulphonyl-propionitrile), ClCl (chlorine), ClCl (chlorine), P(Cl)(Cl)Cl (PCl3), ClCl (chlorine), Cl (HCl). Reagents/catalysts: N1=CC=CC=C1 (pyridine), P(Cl)(Cl)Cl (PCl3), N1=CC=CC=C1 (pyridine). The solvent is O (water). Run at time 5 hour. Product: ClC(C#N)=C(S(=O)(=O)C1=CC=CC=C1)Cl (2,3-Dichloro-3-phenylsulphonyl-acrylonitrile). Yield: 87.0%. RXN SMILES: [C:1]1([S:7]([CH2:10][CH2:11][C:12]#[N:13])(=[O:9])=[O:8])[CH:6]=[CH:5][CH:4]=[CH:3][CH:2]=1.P(Cl)(Cl)[Cl:15].ClCl.[ClH:20]>N1C=CC=CC=1.P(Cl)(Cl)Cl.O>[Cl:20][C:11](=[C:10]([Cl:15])[S:7]([C:1]1[CH:2]=[CH:3][CH:4]=[CH:5][CH:6]=1)(=[O:8])=[O:9])[C:12]#[N:13]. Reported procedure: 195 g (1 mol) of 3-phenylsulphonyl-propionitrile were melted at 100° C. in a 500 ml four-necked flask and 14 g of PCl3 and 4.2 g of pyridine were added as catalysts. 150 g (2.1 mols) of chlorine at 100° to 90° C. were then introduced during the course of 9 hours. 7 g of PCl3 and 2 g of pyridine were then added once more, and 160 g (2.25 mols) of chlorine was again introduced at 80° C. during the course of 12 hours, a part of the chlorine being entrained with the escaping HCl gas. 200 ml of water... The reactants are BrC(C(=O)OC)C1=CC=CC=C1 (methyl 2-bromo-2-phenylacetate), C(=O)([O-])[O-].[K+].[K+] (K2CO3), OC1=C(C=C(CO)C=C1)CCC (4-hydroxy-3-propylbenzyl alcohol). Run in CC(=O)C (acetone). The product is OCC1=CC(=C(OC(C(=O)OC)C2=CC=CC=C2)C=C1)CCC (methyl 2-(4-hydroxymethyl-2-propylphenoxy)-2-phenylacetate). Yield: 82.6%. RXN SMILES: [OH:1][C:2]1[CH:9]=[CH:8][C:5]([CH2:6][OH:7])=[CH:4][C:3]=1[CH2:10][CH2:11][CH3:12].Br[CH:14]([C:19]1[CH:24]=[CH:23][CH:22]=[CH:21][CH:20]=1)[C:15]([O:17][CH3:18])=[O:16].C([O-])([O-])=O.[K+].[K+]>CC(C)=O>[OH:7][CH2:6][C:5]1[CH:8]=[CH:9][C:2]([O:1][CH:14]([C:19]2[CH:24]=[CH:23][CH:22]=[CH:21][CH:20]=2)[C:15]([O:17][CH3:18])=[O:16])=[C:3]([CH2:10][CH2:11][CH3:12])[CH:4]=1 |f:2.3.4|. Procedure details: To a solution of 0.484 g (2.91 mmol) of the product of Step F dissolved in 12 mL of acetone were added 0.667 g (2.91 mmol) of methyl 2-bromo-2-phenylacetate, 0.804 g (5.82 mmol) of anhydrous K2CO3 and the mixture was stirred and heated at reflux for 5 hours. The mixture was then cooled, filtered and evaporated in vacuo. The residual oil was purified on a silica gel flash chromatography column eluted with 30% ethyl acetate/hexane to afford 0.756 g (83%) of the title compound.